The task is: describe an organic reaction: reactants, conditions, products, and yield. This data is from the Open Reaction Database (ORD), a public repository of structured organic reaction records. Starting materials: O (water), BrCCC1=CC=C(C#N)C=C1 (4-(2-bromoethyl)benzonitrile), Cl.N1(CCNCC1)C(CC1=CC=C(C=C1)N1N=NN=C1)=O (1-(piperazin-1-yl)-2-[4-(1H-tetrazol-1-yl)phenyl]ethanone hydrochloride), C([O-])([O-])=O.[K+].[K+] (potassium carbonate). Reagents/catalysts: [I-].C(CCC)[N+](CCCC)(CCCC)CCCC (tetrabutyl ammonium iodide). Solvent: CN(C)C=O (DMF). Product: N1(N=NN=C1)C1=CC=C(C=C1)CC(=O)N1CCN(CC1)CCC1=CC=C(C#N)C=C1 (4-[2-(4-{[4-(1H-tetrazol-1-yl)phenyl]acetyl}piperazin-1-yl)ethyl]benzonitrile). RXN SMILES: Br[CH2:2][CH2:3][C:4]1[CH:11]=[CH:10][C:7]([C:8]#[N:9])=[CH:6][CH:5]=1.Cl.[N:13]1([C:19](=[O:32])[CH2:20][C:21]2[CH:26]=[CH:25][C:24]([N:27]3[CH:31]=[N:30][N:29]=[N:28]3)=[CH:23][CH:22]=2)[CH2:18][CH2:17][NH:16][CH2:15][CH2:14]1.C(=O)([O-])[O-].[K+].[K+].O>[I-].C([N+](CCCC)(CCCC)CCCC)CCC.CN(C=O)C>[N:27]1([C:24]2[CH:25]=[CH:26][C:21]([CH2:20][C:19]([N:13]3[CH2:14][CH2:15][N:16]([CH2:2][CH2:3][C:4]4[CH:11]=[CH:10][C:7]([C:8]#[N:9])=[CH:6][CH:5]=4)[CH2:17][CH2:18]3)=[O:32])=[CH:22][CH:23]=2)[CH:31]=[N:30][N:29]=[N:28]1 |f:1.2,3.4.5,7.8|. Reported procedure: Combined 4-(2-bromoethyl)benzonitrile (68 mg, 0.32 mmol) with 1-(piperazin-1-yl)-2-[4-(1H-tetrazol-1-yl)phenyl]ethanone hydrochloride (100 mg, 0.324 mmol), tetrabutyl ammonium iodide (120 mg, 0.324 mmol) and potassium carbonate (179 mg, 1.30 mmol) in DMF (2 mL) and stirred at 80° C. overnight. The reaction mixture was poured into water and extracted twice with ethyl acetate. The combined organic layers were washed with brine, dried over MgSO4, filtered and concentrated. After initial purificatio... Starting materials: CSC(N(C)CC1=CC=C(C=C1)Cl)=NC (S-methyl-N-(4-chlorobenzyl)-N-methyl-N'-methylisothiourea), CNC(=S)N(CC1=CC=NC=C1)C (N-Methyl-N'-methyl-N-'-(4-pyridylmethyl)thiourea). The solvent is [N+](=O)([O-])C (nitromethane). Product: CNCC1=NC=CC=C1 (N-Methyl-N-(2-pyridylmethyl)amine). Reaction SMILES: CSC(=NC)[N:4]([CH2:6][C:7]1[CH:12]=[CH:11][C:10](Cl)=[CH:9]C=1)[CH3:5].C[NH:17]C(N(C)CC1C=CN=CC=1)=S>[N+](C)([O-])=O>[CH3:5][NH:4][CH2:6][C:7]1[CH:12]=[CH:11][CH:10]=[CH:9][N:17]=1. Procedure: To 4.98 g (0.0205 mole) of S-methyl-N-(4-chlorobenzyl)-N-methyl-N'-methylisothiourea prepared in (1) was added 25 ml of nitromethane and the mixture was refluxed for 6.5 hours. The nitromethane was distilled off and the residue was subjected to silica gel (240 g) column chromatography using MeOH-CHCl3 (1:10) as an eluent to give 5.23 g of an orange-colored oil. To this oil were added small amounts of EtOH and ether and the mixture was cooled in a dry ice-acetone bath and triturated to give cryst... Reported procedure: To a stirred solution of 3,5-difluoroaniline (7.0 g, 54 mmol) in anhydrous THF (250 ml) under an atmosphere of nitrogen and cooled to −74° C. was added dropwise nBuLi (1.45M in hexanes, 78.6 ml, 0.114 mol) over a period of 10 minutes. The reaction was allowed to stir at −74° C. for 30 minutes. Chlorotrimethylsilane (12.4 g, 0.114 mol), in anhydrous THF (100 ml) was added dropwise over a period of 10 minutes. The solution was allowed to warm to ambient temperature and then stir for 40 minutes. Th... The reactants are CN1CCC(CC1)=O (N-methyl-4-piperidone), [Li]CCCC (nBuLi), Cl[Si](C)(C)C (Chlorotrimethylsilane), FC=1C=C(N)C=C(C1)F (3,5-difluoroaniline), [Li]CCCC (nBuLi), Cl (HCl). Run in C1CCOC1 (THF), C1CCOC1 (THF), C1CCOC1 (THF). Isolated yield 71.1%. Yields the product FC=1C=C(N)C=C(C1C1(CCN(CC1)C)O)F (3,5-Difluoro-4-(1-methyl-4-hydroxyhexahydropyrid-4-yl)-aniline). Run at temperature -74 celsius, time 30 minute. As a reaction SMILES: [F:1][C:2]1[CH:3]=[C:4]([CH:6]=[C:7]([F:9])[CH:8]=1)[NH2:5].[Li]CCCC.Cl[Si](C)(C)C.[CH3:20][N:21]1[CH2:26][CH2:25][C:24](=[O:27])[CH2:23][CH2:22]1.Cl>C1COCC1>[F:1][C:2]1[CH:3]=[C:4]([CH:6]=[C:7]([F:9])[C:8]=1[C:24]1([OH:27])[CH2:25][CH2:26][N:21]([CH3:20])[CH2:22][CH2:23]1)[NH2:5]. Starting materials: Cc1cc(C(C)(C)C)nc(C(C)(C)C)c1, ClCCl, O=S(=O)(OS(=O)(=O)C(F)(F)F)C(F)(F)F, CCOC(=O)CC1CCC(=O)CC1. Yields the product CCOC(=O)CC1CC=C(OS(=O)(=O)C(F)(F)F)CC1. RXN SMILES: [C:16]([c:17]1[cH:18][c:19]([CH3:20])[cH:21][c:22]([C:23]([CH3:24])([CH3:25])[CH3:26])[n:27]1)([CH3:28])([CH3:29])[CH3:30].[Cl:44][CH2:45][Cl:46].[F:1][C:2]([F:3])([F:4])[S:5](=[O:6])(=[O:7])[O:8][S:9]([C:10]([F:11])([F:12])[F:13])(=[O:14])=[O:15].[O:31]=[C:32]1[CH2:33][CH2:34][CH:35]([CH2:38][C:39](=[O:40])[O:41][CH2:42][CH3:43])[CH2:36][CH2:37]1>>[F:1][C:2]([F:3])([F:4])[S:5](=[O:6])(=[O:7])[O:8][C:32]1=[CH:33][CH2:34][CH:35]([CH2:38][C:39](=[O:40])[O:41][CH2:42][CH3:43])[CH2:36][CH2:37]1. Starting materials: BrCCCCOC1=C2CCCC(C2=CC=C1)C(=O)N(C1=CC=C(C=C1)C(C)C)CC=1C=NN(C1)CC (5-(4-bromobutoxy)-N-[(l-ethylpyrazol-4-yl)methyl]-N-(4-isopropylphenyl)-1,2,3,4-tetrahydronaphthalene-1-carboxamide), Cl.CNC (dimethylamine hydrochloride), C([O-])([O-])=O.[K+].[K+] (potassium carbonate). Solvent: C(C)#N (acetonitrile). Yields the product CN(CCCCOC1=C2CCCC(C2=CC=C1)C(=O)N(C1=CC=C(C=C1)C(C)C)CC=1C=NN(C1)CC)C (5-[4-(dimethylamino)butoxy]-N-[(1-ethylpyrazol-4-yl)methyl]-N-(4-isopropylphenyl)-1,2,3,4-tetrahydronaphthalene-1-carboxamide). Isolated yield 55.5%. RXN SMILES: Br[CH2:2][CH2:3][CH2:4][CH2:5][O:6][C:7]1[CH:16]=[CH:15][CH:14]=[C:13]2[C:8]=1[CH2:9][CH2:10][CH2:11][CH:12]2[C:17]([N:19]([CH2:29][C:30]1[CH:31]=[N:32][N:33]([CH2:35][CH3:36])[CH:34]=1)[C:20]1[CH:25]=[CH:24][C:23]([CH:26]([CH3:28])[CH3:27])=[CH:22][CH:21]=1)=[O:18].Cl.[CH3:38][NH:39][CH3:40].C(=O)([O-])[O-].[K+].[K+]>C(#N)C>[CH3:38][N:39]([CH3:40])[CH2:2][CH2:3][CH2:4][CH2:5][O:6][C:7]1[CH:16]=[CH:15][CH:14]=[C:13]2[C:8]=1[CH2:9][CH2:10][CH2:11][CH:12]2[C:17]([N:19]([CH2:29][C:30]1[CH:31]=[N:32][N:33]([CH2:35][CH3:36])[CH:34]=1)[C:20]1[CH:25]=[CH:24][C:23]([CH:26]([CH3:28])[CH3:27])=[CH:22][CH:21]=1)=[O:18] |f:1.2,3.4.5|. Procedure details: To a solution of 5-(4-bromobutoxy)-N-[(l-ethylpyrazol-4-yl)methyl]-N-(4-isopropylphenyl)-1,2,3,4-tetrahydronaphthalene-1-carboxamide (0.52 g) in acetonitrile (10 mL) were added dimethylamine hydrochloride (0.69 g) and potassium carbonate (1.30 g), and the mixture was heated under reflux for 1.5 hr. The reaction mixture was concentrated under reduced pressure, and the residue was partitioned between water and chloroform. The organic layer was washed with saturated brine and dried over anhydrous s... Starting materials: IC1=CN=C(S1)N=C=O (5-Iodothiazol-2-yl isocyanate), C1=CC=CC=C1 (benzene), dimethyl acetal, C(C#C)NCC=O (2-propargylaminoacetaldehyde). Run in C(C)O.O (ethanol water). Reaction conditions: time 1 hour. The product is dimethyl acetal, C(C#C)N(C(=O)NC=1SC(=CN1)I)CC=O (2-[1-propargyl-3-(5-iodothiazol-2-yl)ureido]acetaldehyde). RXN SMILES: [I:1][C:2]1[S:6][C:5]([N:7]=[C:8]=[O:9])=[N:4][CH:3]=1.C1C=CC=CC=1.[CH2:16]([NH:19][CH2:20][CH:21]=[O:22])[C:17]#[CH:18]>C(O)C.O>[CH2:16]([N:19]([CH2:20][CH:21]=[O:22])[C:8]([NH:7][C:5]1[S:6][C:2]([I:1])=[CH:3][N:4]=1)=[O:9])[C:17]#[CH:18] |f:3.4|. Reported procedure: 5-Iodothiazol-2-yl isocyanate dimer (17.0 grams), benzene (70 ml) and the dimethyl acetal of 2-propargylaminoacetaldehyde (13.5 grams) are charged into a glass reaction vessel equipped with a mechanical stirrer and thermometer. The reaction mixture is then stirred at room temperature for a period of about 1 hour. After this time the reaction mixture is filtered, and the filtrate is stripped of solvent under reduced pressure, leaving an oil. This oil is dissolved in an ethanol-water mixture, and ...